Dataset: the Open Reaction Database (ORD), a public repository of structured organic reaction records. Task: describe an organic reaction: reactants, conditions, products, and yield Reactants: Cc1nc2n(c(=O)c1CCBr)CCCS2, Br, Br, CC(=O)CC(C)C, [Na+], [Na+], O=C([O-])[O-], O, c1ccc(C(=C2CCNCC2)c2ccccc2)cc1. Yields the product Cc1nc2n(c(=O)c1CCN1CCC(=C(c3ccccc3)c3ccccc3)CC1)CCCS2. As a reaction SMILES: [Br:2][CH2:3][CH2:4][c:5]1[c:6]([CH3:16])[n:7][c:8]2[n:13]([c:14]1=[O:15])[CH2:12][CH2:11][CH2:10][S:9]2.[BrH:17].[BrH:1].[CH3:43][CH:44]([CH3:45])[CH2:46][C:47](=[O:48])[CH3:49].[Na+:37].[Na+:38].[O-:39][C:40](=[O:41])[O-:42].[OH2:50].[c:18]1([C:24](=[C:25]2[CH2:26][CH2:27][NH:28][CH2:29][CH2:30]2)[c:31]2[cH:32][cH:33][cH:34][cH:35][cH:36]2)[cH:19][cH:20][cH:21][cH:22][cH:23]1>>[CH2:3]([CH2:4][c:5]1[c:6]([CH3:16])[n:7][c:8]2[n:13]([c:14]1=[O:15])[CH2:12][CH2:11][CH2:10][S:9]2)[N:28]1[CH2:27][CH2:26][C:25](=[C:24]([c:18]2[cH:19][cH:20][cH:21][cH:22][cH:23]2)[c:31]2[cH:32][cH:33][cH:34][cH:35][cH:36]2)[CH2:30][CH2:29]1. Reactants: C(=O)C1=CC(=C(OC2=NC=C(C(=O)N)C=C2)C=C1)OC (6-(4-formyl-2-methoxyphenoxy)nicotinamide), C(CCCCC)N (hexylamine). Yields the product C(CCCCC)NCC1=CC(=C(OC2=NC=C(C(=O)N)C=C2)C=C1)OC (6-(4-Hexylaminomethyl-2-methoxyphenoxy)nicotinamide). Isolated yield 72.8%. As a reaction SMILES: [CH:1]([C:3]1[CH:18]=[CH:17][C:6]([O:7][C:8]2[CH:16]=[CH:15][C:11]([C:12]([NH2:14])=[O:13])=[CH:10][N:9]=2)=[C:5]([O:19][CH3:20])[CH:4]=1)=O.[CH2:21]([NH2:27])[CH2:22][CH2:23][CH2:24][CH2:25][CH3:26]>>[CH2:21]([NH:27][CH2:1][C:3]1[CH:18]=[CH:17][C:6]([O:7][C:8]2[CH:16]=[CH:15][C:11]([C:12]([NH2:14])=[O:13])=[CH:10][N:9]=2)=[C:5]([O:19][CH3:20])[CH:4]=1)[CH2:22][CH2:23][CH2:24][CH2:25][CH3:26]. Procedure: Using a method similar to Example 405, a reaction of 6-(4-formyl-2-methoxyphenoxy)nicotinamide (Example 414, Part B) (0.050 g, 0.184 mmol) and hexylamine (0.0186 g, 0.184 mmol) gives the title compound (0.0479 g, 73.0%): TOF MS ES+ 358.2 (M+H)+. HRMS calcd for C20H28N3O3 358.2131 (M+H)+, found 358.2124, time 0.41 min HPLC [YMC-Pack Pro C-18 (150×4.6 mm, S-5 microm), 0.1% TFA/acetonitrile in 0.1% TFA/water at 1.0 mL/min, 20-99% over 23 min], tR=7.4 min, 100% purity. The reactants are ClC1=NC(=CC=C1)C (2-chloro-6-methylpyridine), C([O-])([O-])=O.[K+].[K+] (potassium carbonate), CS(=O)C (dimethylsulfoxide), CS(=O)C (dimethylsulfoxide), C(C1=CC=CC=C1)S (benzyl mercaptan). The solvent is O (water). Conditions: time 30 minute. Product: C(C1=CC=CC=C1)SC1=NC(=CC=C1)C (2-benzylthio-6-methylpyridine). Isolated yield 34.9%. As a reaction SMILES: Cl[C:2]1[CH:7]=[CH:6][CH:5]=[C:4]([CH3:8])[N:3]=1.C(=O)([O-])[O-].[K+].[K+].CS(C)=O.[CH2:19]([SH:26])[C:20]1[CH:25]=[CH:24][CH:23]=[CH:22][CH:21]=1>O>[CH2:19]([S:26][C:2]1[CH:7]=[CH:6][CH:5]=[C:4]([CH3:8])[N:3]=1)[C:20]1[CH:25]=[CH:24][CH:23]=[CH:22][CH:21]=1 |f:1.2.3|. Procedure details: 12.8 g of 2-chloro-6-methylpyridine, 18 g of anhydrous potassium carbonate and 100 ml of dimethylsulfoxide were mixed to obtain a suspension. This suspension was preliminarily heated to a temperature of from 120° to 130° C., and 10 ml of a dimethylsulfoxide solution of 18.6 g of benzyl mercaptan was dropwise added thereto over a period of about 30 minutes. Then, the mixture was reacted at 150° C. for about one hour. Thereafter, the reaction solution was cooled, then put into water and extracted ... The product is CC(C)(C)OC(=O)N1CCC(O)(c2cc(Cl)cc(Cl)c2)C1. The reactants are Clc1cc(Cl)cc(Br)c1, CC(C)(C)OC(=O)N1CCC(=O)C1, [Mg], C1CCOC1. As a reaction SMILES: [Br:1][c:2]1[cH:3][c:4]([Cl:9])[cH:5][c:6]([Cl:8])[cH:7]1.[C:11](=[O:12])([O:13][C:14]([CH3:15])([CH3:16])[CH3:17])[N:18]1[CH2:19][C:20](=[O:23])[CH2:21][CH2:22]1.[Mg:10].[O:24]1[CH2:25][CH2:26][CH2:27][CH2:28]1>>[c:2]1([C:20]2([OH:23])[CH2:19][N:18]([C:11](=[O:12])[O:13][C:14]([CH3:15])([CH3:16])[CH3:17])[CH2:22][CH2:21]2)[cH:3][c:4]([Cl:9])[cH:5][c:6]([Cl:8])[cH:7]1.